The task is: describe an organic reaction: reactants, conditions, products, and yield. This data is from the Open Reaction Database (ORD), a public repository of structured organic reaction records. Reactants: Clc1nccc2occ(Br)c12, CCOC(C)=O, N, C1COCCO1. The product is Nc1nccc2occ(Br)c12. As a reaction SMILES: [Br:1][c:2]1[cH:3][o:4][c:5]2[c:6]1[c:7]([Cl:11])[n:8][cH:9][cH:10]2.[CH3:13][CH2:14][O:15][C:16](=[O:17])[CH3:18].[NH3:12].[O:19]1[CH2:20][CH2:21][O:22][CH2:23][CH2:24]1>>[Br:1][c:2]1[cH:3][o:4][c:5]2[c:6]1[c:7]([NH2:12])[n:8][cH:9][cH:10]2. Reactants: N=C(c1ccccc1)c1ccccc1, CCOC(=O)c1cn(CC)c2ccc(I)cc2c1=O, Cc1ccccc1, CC(C)(C)[O-], [Na+], O=C(C=Cc1ccccc1)C=Cc1ccccc1, O=C(C=Cc1ccccc1)C=Cc1ccccc1, O=C(C=Cc1ccccc1)C=Cc1ccccc1, [Pd], [Pd], c1ccc(P(c2ccccc2)c2ccc3ccccc3c2-c2c(P(c3ccccc3)c3ccccc3)ccc3ccccc23)cc1. Product: CCOC(=O)c1cn(CC)c2ccc(N=C(c3ccccc3)c3ccccc3)cc2c1=O. Reaction SMILES: [C:72]([c:73]1[cH:74][cH:75][cH:76][cH:77][cH:78]1)([c:79]1[cH:80][cH:81][cH:82][cH:83][cH:84]1)=[NH:85].[CH2:53]([CH3:54])[O:55][C:56](=[O:57])[c:58]1[cH:59][n:60]([CH2:70][CH3:71])[c:61]2[cH:62][cH:63][c:64]([I:69])[cH:65][c:66]2[c:67]1=[O:68].[CH3:142][c:143]1[cH:144][cH:145][cH:146][cH:147][cH:148]1.[CH3:1][C:2]([CH3:3])([O-:4])[CH3:5].[Na+:6].[O:106]=[C:107]([CH:108]=[CH:109][c:110]1[cH:111][cH:112][cH:113][cH:114][cH:115]1)[CH:116]=[CH:117][c:118]1[cH:119][cH:120][cH:121][cH:122][cH:123]1.[O:124]=[C:125]([CH:126]=[CH:127][c:128]1[cH:129][cH:130][cH:131][cH:132][cH:133]1)[CH:134]=[CH:135][c:136]1[cH:137][cH:138][cH:139][cH:140][cH:141]1.[O:88]=[C:89]([CH:90]=[CH:91][c:92]1[cH:93][cH:94][cH:95][cH:96][cH:97]1)[CH:98]=[CH:99][c:100]1[cH:101][cH:102][cH:103][cH:104][cH:105]1.[Pd:86].[Pd:87].[cH:7]1[cH:8][cH:9][c:10]([P:11]([c:12]2[cH:13][cH:14][c:15]3[c:16]([cH:17][cH:18][cH:19][cH:20]3)[c:21]2-[c:22]2[c:23]3[c:24]([cH:25][cH:26][cH:27][cH:28]3)[cH:29][cH:30][c:31]2[P:32]([c:33]2[cH:34][cH:35][cH:36][cH:37][cH:38]2)[c:39]2[cH:40][cH:41][cH:42][cH:43][cH:44]2)[c:45]2[cH:46][cH:47][cH:48][cH:49][cH:50]2)[cH:51][cH:52]1>>[CH2:53]([CH3:54])[O:55][C:56](=[O:57])[c:58]1[cH:59][n:60]([CH2:70][CH3:71])[c:61]2[cH:62][cH:63][c:64]([N:85]=[C:72]([c:73]3[cH:74][cH:75][cH:76][cH:77][cH:78]3)[c:79]3[cH:80][cH:81][cH:82][cH:83][cH:84]3)[cH:65][c:66]2[c:67]1=[O:68].